From a dataset of the Open Reaction Database (ORD), a public repository of structured organic reaction records. describe an organic reaction: reactants, conditions, products, and yield Starting materials: C(#N)C=1C=C(C=CC1OCCCCCC)N1N=CC(=C1)C(=O)OCC (ethyl 1-(3-cyano-4-hexyloxyphenyl)pyrazole-4-carboxylate), [OH-].[Na+] (sodium hydroxide), C(C)(=O)O (acetic acid), O (water). Run in C(C)O (ethanol). Reaction conditions: temperature 50 celsius. Yields the product C(#N)C=1C=C(C=CC1OCCCCCC)N1N=CC(=C1)C(=O)O (1-(3-cyano-4-hexyloxyphenyl)pyrazole-4-carboxylic acid). Isolated yield 72.6%. Reaction SMILES: [C:1]([C:3]1[CH:4]=[C:5]([N:16]2[CH:20]=[C:19]([C:21]([O:23]CC)=[O:22])[CH:18]=[N:17]2)[CH:6]=[CH:7][C:8]=1[O:9][CH2:10][CH2:11][CH2:12][CH2:13][CH2:14][CH3:15])#[N:2].[OH-].[Na+].O.C(O)(=O)C>C(O)C>[C:1]([C:3]1[CH:4]=[C:5]([N:16]2[CH:20]=[C:19]([C:21]([OH:23])=[O:22])[CH:18]=[N:17]2)[CH:6]=[CH:7][C:8]=1[O:9][CH2:10][CH2:11][CH2:12][CH2:13][CH2:14][CH3:15])#[N:2] |f:1.2|. Reported procedure: To a solution (20 ml) of ethyl 1-(3-cyano-4-hexyloxyphenyl)pyrazole-4-carboxylate (1.8 g) in ethanol was added 1 N aqueous sodium hydroxide solution (6 ml) with stirring, and the mixture was heated at 50° C. for 1 hour. After the completion of the reaction, the reaction mixture was poured into water and the mixture was neutralized with acetic acid. The precipitated crystals were recrystallized from a mixed solution of dioxane and water to give 1.2 g of 1-(3-cyano-4-hexyloxyphenyl)pyrazole-4-carb... The reactants are O1C(CCCC1)OC(COC1=NC=NC2=CC=CC=C12)C1=CC=C(C=C1)C(C)(C)C (4-(2-tetrahyropyranyloxy-2-(4-tert-butylphenyl) ethoxy) quinazoline), C1(=CC=C(C=C1)S(=O)(=O)[O-])C.[NH+]1=CC=CC=C1 (pyridinium-p-toluenesulfonate). The solvent is C(C)O (ethanol). Run at temperature 55 celsius, time 4 hour. Yields the product OC(COC1=NC=NC2=CC=CC=C12)C1=CC=C(C=C1)C(C)(C)C (4-(2-hydroxy-2-(4-tert-butylphenyl) ethoxy) quinazoline). RXN SMILES: O1CCCCC1[O:7][CH:8]([C:21]1[CH:26]=[CH:25][C:24]([C:27]([CH3:30])([CH3:29])[CH3:28])=[CH:23][CH:22]=1)[CH2:9][O:10][C:11]1[C:20]2[C:15](=[CH:16][CH:17]=[CH:18][CH:19]=2)[N:14]=[CH:13][N:12]=1.C1(C)C=CC(S([O-])(=O)=O)=CC=1.[NH+]1C=CC=CC=1>C(O)C>[OH:7][CH:8]([C:21]1[CH:22]=[CH:23][C:24]([C:27]([CH3:30])([CH3:29])[CH3:28])=[CH:25][CH:26]=1)[CH2:9][O:10][C:11]1[C:20]2[C:15](=[CH:16][CH:17]=[CH:18][CH:19]=2)[N:14]=[CH:13][N:12]=1 |f:1.2|. Procedure details: 4-(2-tetrahyropyranyloxy-2-(4-tert-butylphenyl) ethoxy) quinazoline (0.25 g, 0.615 mmol) is dissolved in 5 ml ethanol and pyridinium-p-toluenesulfonate (15.4 mg, 0.061 mmol) is added to it. The solution is heated to 55° C. and stirred at that temperature for 4 hours. The ethanol is removed and the crude is purified by flash chromatography (silica gel; ethyl acetate/hexanes). Starting materials: Cc1ccc2c(Cl)ccc(O)c2n1, O=S(=O)(O)F, O. Yields the product Cc1ccc2c(Cl)cc(S(=O)(=O)F)c(O)c2n1. As a reaction SMILES: [Cl:1][c:2]1[c:3]2[cH:4][cH:5][c:6]([CH3:13])[n:7][c:8]2[c:9]([OH:12])[cH:10][cH:11]1.[F:14][S:15](=[O:16])(=[O:17])[OH:18].[OH2:19]>>[Cl:1][c:2]1[c:3]2[cH:4][cH:5][c:6]([CH3:13])[n:7][c:8]2[c:9]([OH:12])[c:10]([S:15]([F:14])(=[O:16])=[O:17])[cH:11]1.